This data is from the Open Reaction Database (ORD), a public repository of structured organic reaction records. The task is: describe an organic reaction: reactants, conditions, products, and yield The product is FC1=CC=C(CC2=CC=C(S2)C2OCCO2)C=C1 (2-(5-(4-Fluoro-benzyl)-thiophen-2-yl)-[1,3]dioxolane). Reactants: O (Water), C(CCC)[Li] (n-Butyl lithium), BrC1=CC=C(S1)C1OCCO1 (2-(5-bromo-thiophen-2-yl)-[1,3]dioxolane), FC1=CC=C(CBr)C=C1 (4-Fluorobenzyl bromide). As a reaction SMILES: C([Li])CCC.Br[C:7]1[S:11][C:10]([CH:12]2[O:16][CH2:15][CH2:14][O:13]2)=[CH:9][CH:8]=1.[F:17][C:18]1[CH:25]=[CH:24][C:21]([CH2:22]Br)=[CH:20][CH:19]=1.O>O1CCCC1.C(OCC)(=O)C>[F:17][C:18]1[CH:25]=[CH:24][C:21]([CH2:22][C:7]2[S:11][C:10]([CH:12]3[O:16][CH2:15][CH2:14][O:13]3)=[CH:9][CH:8]=2)=[CH:20][CH:19]=1. The yield is 26.5%. Reported procedure: n-Butyl lithium (2.6N hexane solution, 3.3 mL, 8.47 mmol) was added dropwise to a solution of 2-(5-bromo-thiophen-2-yl)-[1,3]dioxolane (1.8 g, 7.7 mmol) in tetrahydrofuran (20 mL) that had been cooled to from −75° to −70° C., and the solution was stirred for 30 minutes. 4-Fluorobenzyl bromide (1.1 mL, 8.47 mmol) was added dropwise to this reaction solution while keeping it at −70° C. or less. After completion of dropwise addition, the reaction solution was gradually allowed to room temperature. ... The solvent is C(C)(=O)OCC (ethyl acetate), O1CCCC1 (tetrahydrofuran). Run at time 30 minute. Reactants: O=C1CCCCCCCCCCC1, CO, OO, O=S(=O)(O)O. Yields the product COC1CCCCCCCCCCC1=O, [O-][O-]. Reaction SMILES: [C:1]1(=[O:13])[CH2:2][CH2:3][CH2:4][CH2:5][CH2:6][CH2:7][CH2:8][CH2:9][CH2:10][CH2:11][CH2:12]1.[CH3:21][OH:22].[OH:19][OH:20].[S:14](=[O:15])(=[O:16])([OH:17])[OH:18]>>[C:1]1(=[O:13])[CH2:2][CH2:3][CH2:4][CH2:5][CH2:6][CH2:7][CH2:8][CH2:9][CH2:10][CH2:11][CH:12]1[O:22][CH3:21].[O-:19][O-:20]. Reactants: CC(C)(C)OC(=O)c1ccc(-c2noc(-c3cccc(Br)c3)n2)nc1, O=CO. Yields the product O=C(O)c1ccc(-c2noc(-c3cccc(Br)c3)n2)nc1. As a reaction SMILES: [C:1]([CH3:2])([CH3:3])([CH3:4])[O:5][C:6](=[O:7])[c:8]1[cH:9][cH:10][c:11](-[c:14]2[n:15][o:16][c:17](-[c:19]3[cH:20][c:21]([Br:25])[cH:22][cH:23][cH:24]3)[n:18]2)[n:12][cH:13]1.[CH:26]([OH:27])=[O:28]>>[O:5]=[C:6]([OH:7])[c:8]1[cH:9][cH:10][c:11](-[c:14]2[n:15][o:16][c:17](-[c:19]3[cH:20][c:21]([Br:25])[cH:22][cH:23][cH:24]3)[n:18]2)[n:12][cH:13]1. Starting materials: C(C1=CC=CC=C1)N1C=NC=C1CCC(C1=CC=CC=C1)(O)C1=CC=C(C=C1)C(=O)NC(C)(C)C (1-benzyl-5-[3-(4-tert-butylaminocarbonylphenyl)-3-hydroxy-3-phenylpropyl]- 1H-imidazole), C(=O)[O-].[NH4+] (Ammonium formate). Reagents/catalysts: [Pd] (Pd/C). Run in C(C)O (ethanol). The product is C(C)(C)(C)NC(=O)C1=CC=C(C=C1)C(CCC=1N=CNC1)(C1=CC=CC=C1)O (4-[3-(4-tert-butylaminocarbonylphenyl)-3-hydroxy-3-phenylpropyl]-1H-imidazole). Reaction SMILES: C([N:8]1[C:12]([CH2:13][CH2:14][C:15]([C:23]2[CH:28]=[CH:27][C:26]([C:29]([NH:31][C:32]([CH3:35])([CH3:34])[CH3:33])=[O:30])=[CH:25][CH:24]=2)([OH:22])[C:16]2[CH:21]=[CH:20][CH:19]=[CH:18][CH:17]=2)=[CH:11][N:10]=[CH:9]1)C1C=CC=CC=1.C([O-])=O.[NH4+]>C(O)C.[Pd]>[C:32]([NH:31][C:29]([C:26]1[CH:25]=[CH:24][C:23]([C:15]([OH:22])([C:16]2[CH:17]=[CH:18][CH:19]=[CH:20][CH:21]=2)[CH2:14][CH2:13][C:12]2[N:8]=[CH:9][NH:10][CH:11]=2)=[CH:28][CH:27]=1)=[O:30])([CH3:35])([CH3:33])[CH3:34] |f:1.2|. Procedure details: 1-benzyl-5-[3-(4-tert-butylaminocarbonylphenyl)-3-hydroxy-3-phenylpropyl]- 1H-imidazole (3,6 g, 7,7 mmol) is dissolved in aqueous ethanol (80 ml) and 10% Pd/C (0,36 g) is added. Ammonium formate (1,95 g, 31 mmol) is added to the boiling solution. The mixture is refluxed for four hours. After the refiuxing the solvents are evaporated. 2M sodium hydroxide is added to the residue and the product is extracted into ethyl acetate, dried and the solvent is evaporated. Yield 2,7 g, 93,5%. The reactants are Cc1cc(C)c([N+](=O)[O-])c(Nc2ccc(CCNC(=O)Oc3ccccc3)cc2)n1, [H-], [Na+], CN(C)C=O, O, Cc1ccc(S(N)(=O)=O)cc1. Yields the product Cc1ccc(S(=O)(=O)NC(=O)NCCc2ccc(Nc3nc(C)cc(C)c3[N+](=O)[O-])cc2)cc1. Reaction SMILES: [CH3:1][c:2]1[c:3]([N+:28](=[O:29])[O-:30])[c:4]([NH:9][c:10]2[cH:11][cH:12][c:13]([CH2:16][CH2:17][NH:18][C:19]([O:20][c:21]3[cH:22][cH:23][cH:24][cH:25][cH:26]3)=[O:27])[cH:14][cH:15]2)[n:5][c:6]([CH3:8])[cH:7]1.[H-:42].[Na+:43].[O:45]=[CH:46][N:47]([CH3:48])[CH3:49].[OH2:44].[c:31]1([CH3:41])[cH:32][cH:33][c:34]([S:37](=[O:38])(=[O:39])[NH2:40])[cH:35][cH:36]1>>[CH3:1][c:2]1[c:3]([N+:28](=[O:29])[O-:30])[c:4]([NH:9][c:10]2[cH:11][cH:12][c:13]([CH2:16][CH2:17][NH:18][C:19](=[O:27])[NH:40][S:37]([c:34]3[cH:33][cH:32][c:31]([CH3:41])[cH:36][cH:35]3)(=[O:38])=[O:39])[cH:14][cH:15]2)[n:5][c:6]([CH3:8])[cH:7]1. Reactants: C=O, C1CCOC1, [Li]CCCC, CN1CCCN(C)C1=O, CCOC(=O)C1c2ccccc2Oc2ccccc21. Yields the product CCOC(=O)C1(CO)c2ccccc2Oc2ccccc21. RXN SMILES: [CH2:25]=[O:26].[CH2:27]1[O:28][CH2:29][CH2:30][CH2:31]1.[CH3:20][CH2:21][CH2:22][CH2:23][Li:24].[CH3:32][N:33]1[CH2:34][CH2:35][CH2:36][N:37]([CH3:38])[C:39]1=[O:40].[cH:1]1[cH:2][cH:3][cH:4][c:5]2[c:14]1[CH:13]([C:15](=[O:16])[O:17][CH2:18][CH3:19])[c:12]1[c:7]([cH:8][cH:9][cH:10][cH:11]1)[O:6]2>>[cH:1]1[cH:2][cH:3][cH:4][c:5]2[c:14]1[C:13]([C:15](=[O:16])[O:17][CH2:18][CH3:19])([CH2:25][OH:26])[c:12]1[c:7]([cH:8][cH:9][cH:10][cH:11]1)[O:6]2. Reactants: BrC=1C=C(C(=CC1)OC)OC (4-Bromoveratrole), [N+](=O)(O)[O-] (nitric acid), C(C)(=O)O (acetic acid). Solvent: O (water). Reaction conditions: temperature 10 celsius, time 1 hour. Product: BrC1=C(C=C(C(=C1)OC)OC)[N+](=O)[O-] (1-bromo-4,5-dimethoxy-2-nitro-benzene). Isolated yield 66.9%. As a reaction SMILES: [Br:1][C:2]1[CH:3]=[C:4]([O:10][CH3:11])[C:5]([O:8][CH3:9])=[CH:6][CH:7]=1.[N+:12]([O-])([OH:14])=[O:13].C(O)(=O)C>O>[Br:1][C:2]1[CH:3]=[C:4]([O:10][CH3:11])[C:5]([O:8][CH3:9])=[CH:6][C:7]=1[N+:12]([O-:14])=[O:13]. Procedure details: Following the procedure of J. Org. Chem. 1960, 25, 721) 4-Bromoveratrole (16.28 g, 75.0 mmol) was slowly added to a stirred solution of concentrated nitric acid (122 ml) and acetic acid (365 ml) maintained at 10° C. The reaction mixture was stirred at 15° C. for one hour, then was diluted with water and extracted with diethyl ether. The combined organic extracts were dried over anhydrous sodium sulfate, filtered and concentrated in vacuo. The residue was crystallized from ethanol to give 1-bromo... Starting materials: C[Si](C)(C)[N-][Si](C)(C)C.[Na+] (sodium bis(trimethylsilyl)amide), solution, O1CCCC1 (tetrahydrofuran), C(C=C)I (allyl iodide), O1C(OCCC1)C1=CC(=C(C=C1)C=1SC2=NC(=CC=C2N1)C(CCC=C)C1=CC=CC=C1)F (2-(4-(1,3-dioxan-2-yl)-2-fluorophenyl)-5-(1-phenylpent-4-enyl)thiazolo[5,4-b]pyridine). The solvent is CN(C)C=O (DMF). Conditions: time 2 minute. Product: O1C(OCCC1)C1=CC(=C(C=C1)C=1SC2=NC(=CC=C2N1)C(CC=C)(CCC=C)C1=CC=CC=C1)F (2-(4-(1,3-dioxan-2-yl)-2-fluorophenyl)-5-(4-phenylocta-1,7-dien-4-yl)thiazolo[5,4-b]pyridine). RXN SMILES: [O:1]1[CH2:6][CH2:5][CH2:4][O:3][CH:2]1[C:7]1[CH:12]=[CH:11][C:10]([C:13]2[S:14][C:15]3[C:20]([N:21]=2)=[CH:19][CH:18]=[C:17]([CH:22]([C:27]2[CH:32]=[CH:31][CH:30]=[CH:29][CH:28]=2)[CH2:23][CH2:24][CH:25]=[CH2:26])[N:16]=3)=[C:9]([F:33])[CH:8]=1.C[Si]([N-][Si](C)(C)C)(C)C.[Na+].O1C[CH2:47][CH2:46][CH2:45]1.C(I)C=C>CN(C=O)C>[O:3]1[CH2:4][CH2:5][CH2:6][O:1][CH:2]1[C:7]1[CH:12]=[CH:11][C:10]([C:13]2[S:14][C:15]3[C:20]([N:21]=2)=[CH:19][CH:18]=[C:17]([C:22]([C:27]2[CH:28]=[CH:29][CH:30]=[CH:31][CH:32]=2)([CH2:23][CH2:24][CH:25]=[CH2:26])[CH2:47][CH:46]=[CH2:45])[N:16]=3)=[C:9]([F:33])[CH:8]=1 |f:1.2|. Procedure details: Argon was bubbled through a slurry of 2-(4-(1,3-dioxan-2-yl)-2-fluorophenyl)-5-(1-phenylpent-4-enyl)thiazolo[5,4-b]pyridine (1.02 g, 2.21 mmol) in 20 mL DMF for 5 min. The slurry was treated with sodium bis(trimethylsilyl)amide, 1.0M solution in tetrahydrofuran (2.66 mL, 2.66 mmol) rapidly via syringe, to give a dark blue solution. After 2 min, allyl iodide (0.306 mL, 3.32 mmol) was added via syringe, and the color gradually faded from blue to light brown. After 1 h, the reaction mixture was que... Reactants: C(C)C1=C(N)C=CC=C1 (2-ethylaniline), O=C1N(C2=CC=CC=C2C12C1=C(OC2)C=C2OCCC2=C1)CC=1C=C(C(=O)O)C=CC1 (3-[(2′-oxo-5,6-dihydrospiro[benzo[1,2-b:5,4-b′]difuran-3,3′-indol]-1′(2′H)-yl)methyl]benzoic acid), C1(CCCCC1)CN (cyclohexanemethylamine), O=C1N(C2=CC=CC=C2C12C1=C(OC2)C=C2OCCC2=C1)CC1=CC=C(C(=O)O)C=C1 (4-[(2′-oxo-5,6-dihydrospiro[benzo[1,2-b:5,4-b′]difuran-3,3′-indol]-1′(2′H)-yl)methyl]benzoic acid). Product: C(C)C1=C(C=CC=C1)NC(C1=CC=C(C=C1)CN1C(C2(C3=CC=CC=C13)C1=C(OC2)C=C2OCCC2=C1)=O)=O (N-(2-ethylphenyl)-4-[(2′-oxo-5,6-dihydrospiro[benzo[1,2-b:5,4-b′]difuran-3,3′-indol]-1′(2′H)-yl)methyl]benzamide). As a reaction SMILES: [CH2:1]([C:3]1[CH:9]=[CH:8][CH:7]=[CH:6][C:4]=1[NH2:5])[CH3:2].C1(CN)CCCCC1.[O:18]=[C:19]1[C:27]2([CH2:31][O:30][C:29]3[CH:32]=[C:33]4[C:37](=[CH:38][C:28]2=3)[CH2:36][CH2:35][O:34]4)[C:26]2[C:21](=[CH:22][CH:23]=[CH:24][CH:25]=2)[N:20]1[CH2:39][C:40]1[CH:48]=[CH:47][C:43]([C:44](O)=[O:45])=[CH:42][CH:41]=1.O=C1C2(COC3C=C4C(=CC2=3)CCO4)C2C(=CC=CC=2)N1CC1C=C(C=CC=1)C(O)=O>>[CH2:1]([C:3]1[CH:9]=[CH:8][CH:7]=[CH:6][C:4]=1[NH:5][C:44](=[O:45])[C:43]1[CH:47]=[CH:48][C:40]([CH2:39][N:20]2[C:21]3[C:26](=[CH:25][CH:24]=[CH:23][CH:22]=3)[C:27]3([CH2:31][O:30][C:29]4[CH:32]=[C:33]5[C:37](=[CH:38][C:28]3=4)[CH2:36][CH2:35][O:34]5)[C:19]2=[O:18])=[CH:41][CH:42]=1)[CH3:2]. Procedure: Following the procedure as described in EXAMPLE 12 and making non-critical variations using 2-ethylaniline to replace cyclohexanemethylamine, and 4-[(2′-oxo-5,6-dihydrospiro[benzo[1,2-b:5,4-b′]difuran-3,3′-indol]-1′(2′H)-yl)methyl]benzoic acid to replace 3-[(2′-oxo-5,6-dihydrospiro[benzo[1,2-b:5,4-b′]difuran-3,3′-indol]-1′(2′H)-yl)methyl]benzoic acid, N-(2-ethylphenyl)-4-[(2′-oxo-5,6-dihydrospiro[benzo[1,2-b:5,4-b′]difuran-3,3′-indol]-1′(2′H)-yl)methyl]benzamide was obtained (49%) as a colorless... The reactants are CCO, [Na+], [OH-], CCOC(=O)CC(C)c1ccc(NC(=O)Cc2ccc3nc(Nc4ccccc4C)oc3c2)c2c1CCC2. The product is Cc1ccccc1Nc1nc2ccc(CC(=O)Nc3ccc(C(C)CC(=O)O)c4c3CCC4)cc2o1. RXN SMILES: [CH3:41][CH2:42][OH:43].[Na+:40].[OH-:39].[c:1]1([CH3:38])[c:2]([NH:7][c:8]2[o:9][c:10]3[c:11]([n:12]2)[cH:13][cH:14][c:15]([CH2:17][C:18](=[O:19])[NH:20][c:21]2[cH:22][cH:23][c:24]([CH:30]([CH2:31][C:32](=[O:33])[O:34][CH2:35][CH3:36])[CH3:37])[c:25]4[c:29]2[CH2:28][CH2:27][CH2:26]4)[cH:16]3)[cH:3][cH:4][cH:5][cH:6]1>>[c:1]1([CH3:38])[c:2]([NH:7][c:8]2[o:9][c:10]3[c:11]([n:12]2)[cH:13][cH:14][c:15]([CH2:17][C:18](=[O:19])[NH:20][c:21]2[cH:22][cH:23][c:24]([CH:30]([CH2:31][C:32](=[O:33])[OH:34])[CH3:37])[c:25]4[c:29]2[CH2:28][CH2:27][CH2:26]4)[cH:16]3)[cH:3][cH:4][cH:5][cH:6]1.